This data is from the Open Reaction Database (ORD), a public repository of structured organic reaction records. The task is: describe an organic reaction: reactants, conditions, products, and yield Starting materials: C(CCC)OC(CC1(CN2CCC1CC2)O)=O (2-(3-Hydroxy-1-azabicyclo[2.2.2]oct-3-yl)acetic acid 1 butyl ester), FC(C(=O)O)(F)F (trifluoroacetic acid), NN (hydrazine). The solvent is CO (methanol), C(Cl)Cl (methylene chloride). Reaction conditions: time 3 hour. The product is OC1(CN2CCC1CC2)CC(=O)NN (2-(3-Hydroxy-1-azabicyclo[2.2.2]oct-3-yl)acetic acid hydrazide). Reaction SMILES: C([O:5][C:6](=O)[CH2:7][C:8]1([OH:16])[CH:13]2[CH2:14][CH2:15][N:10]([CH2:11][CH2:12]2)[CH2:9]1)CCC.FC(F)(F)C(O)=O.[NH2:25][NH2:26]>C(Cl)Cl.CO>[OH:16][C:8]1([CH2:7][C:6]([NH:25][NH2:26])=[O:5])[CH:13]2[CH2:14][CH2:15][N:10]([CH2:11][CH2:12]2)[CH2:9]1. Procedure details: To a solution of 3.5 g of the compound of step (a) in 15 ml of methylene chloride was added trifluoroacetic acid (39 ml) and the mixture was stirred at ambient temperature for three hours. The mixture was then concentrated in vacuo. The residue was dissolved in methanol (30 ml) and 18M H2SO4 (3 ml) was added and the mixture was stirred overnight. The mixture was then poured into a solution of sodium carbonate in water, extracted three times with chloroform, dried over MgSO4, filtered and concent...